The task is: describe an organic reaction: reactants, conditions, products, and yield. This data is from the Open Reaction Database (ORD), a public repository of structured organic reaction records. Solvent: O (water), O (water). The reactants are 40, [OH-].[Na+] (sodium hydroxide), 136, OC1=C(C=CC=C1)C(C)=O (1-(2-hydroxyphenyl)ethanone), BrCCCBr (1,3-dibromopropane). The product is 80, BrCCCOC1=C(C=CC=C1)C(C)=O (1-[2-(3-bromopropoxy)phenyl]ethanone). As a reaction SMILES: [OH:1][C:2]1[CH:7]=[CH:6][CH:5]=[CH:4][C:3]=1[C:8](=[O:10])[CH3:9].[Br:11][CH2:12][CH2:13][CH2:14]Br.[OH-].[Na+]>O>[Br:11][CH2:12][CH2:13][CH2:14][O:1][C:2]1[CH:7]=[CH:6][CH:5]=[CH:4][C:3]=1[C:8](=[O:10])[CH3:9] |f:2.3|. Reported procedure: To a stirred and refluxing mixture of 136 parts of 1-(2-hydroxyphenyl)ethanone and 222 parts of 1,3-dibromopropane in 500 parts of water was added dropwise a solution of 40 parts of sodium hydroxide in 140 parts of water. Upon completion, stirring was continued at reflux temperature overnight. The organic layer was separated, dried and distilled, yielding 80 parts of 1-[2-(3-bromopropoxy)phenyl]ethanone; bp. 135° C. at 0.05 mm. pressure (intermediate 77). Starting materials: NCCc1ccccc1, CC(=O)O, Cl, O=C1CCCCC1. Yields the product O=C1CCCCC1CNCCc1ccccc1. RXN SMILES: [CH2:9]([c:10]1[cH:11][cH:12][cH:13][cH:14][cH:15]1)[CH2:16][NH2:17].[CH3:18][C:19](=[O:20])[OH:21].[ClH:8].[O:1]=[C:2]1[CH2:3][CH2:4][CH2:5][CH2:6][CH2:7]1>>[O:1]=[C:2]1[CH:3]([CH2:18][NH:17][CH2:16][CH2:9][c:10]2[cH:11][cH:12][cH:13][cH:14][cH:15]2)[CH2:4][CH2:5][CH2:6][CH2:7]1. Reactants: Clc1ccccc1C1CCCN1, Cc1ccc(S(=O)(=O)Cl)cc1. The product is Cc1ccc(S(=O)(=O)N2CCCC2c2ccccc2Cl)cc1. As a reaction SMILES: [Cl:1][c:2]1[c:3]([CH:8]2[NH:9][CH2:10][CH2:11][CH2:12]2)[cH:4][cH:5][cH:6][cH:7]1.[c:13]1([CH3:23])[cH:14][cH:15][c:16]([S:19](=[O:20])(=[O:21])[Cl:22])[cH:17][cH:18]1>>[Cl:1][c:2]1[c:3]([CH:8]2[N:9]([S:19]([c:16]3[cH:15][cH:14][c:13]([CH3:23])[cH:18][cH:17]3)(=[O:20])=[O:21])[CH2:10][CH2:11][CH2:12]2)[cH:4][cH:5][cH:6][cH:7]1. Yields the product C(#N)C1(C(CCCC1)CC1=CC=C(C=C1)OC)O (1-cyano[(4-methoxyphenyl)methyl] cyclohexanol). Reported procedure: WO 2007/094008 application discloses a process for the preparation of O-desmethylvenlafaxine, wherein p-methoxyphenyl acetonitrile is reacted with cyclohexanone in presence of sodium hydroxide and phase transfer catalyst selected from polyethyleneglycol-400 or ALIQUATE 336™ (N-methyl-N,N-dioctyloctan-1-ammonium chloride) to give 1-cyano[(4-methoxyphenyl)methyl] cyclohexanol, which is further subjected to reduction reaction in the presence of reducing agent such as borane-dimethylsulphide complex... Starting materials: polyethyleneglycol-400, CN(C)CC(C=1C=CC(=CC1)O)C2(CCCCC2)O (O-desmethylvenlafaxine), COC1=CC=C(C=C1)CC#N (p-methoxyphenyl acetonitrile), C1(CCCCC1)=O (cyclohexanone), [OH-].[Na+] (sodium hydroxide), N-methyl-N,N-dioctyloctan-1-ammonium chloride. As a reaction SMILES: C[N:2](CC(C1(O)CCCCC1)C1C=CC(O)=CC=1)C.[CH3:20][O:21][C:22]1[CH:27]=[CH:26][C:25]([CH2:28][C:29]#N)=[CH:24][CH:23]=1.[C:31]1(=[O:37])[CH2:36][CH2:35][CH2:34][CH2:33][CH2:32]1.[OH-].[Na+]>>[C:32]([C:31]1([OH:37])[CH2:36][CH2:35][CH2:34][CH2:33][CH:29]1[CH2:28][C:25]1[CH:24]=[CH:23][C:22]([O:21][CH3:20])=[CH:27][CH:26]=1)#[N:2] |f:3.4|. Reactants: Cl (HCl), OB1OC(C2=C1C=C(C=C2OC(C)C)OC2OCCCC2)CC(=O)OCC (ethyl 2-(1-hydroxy-4-isopropoxy-6-(tetrahydro-2H-pyran-2-yloxy)-1,3-dihydrobenzo[c][1,2]oxaborol-3-yl)acetate), [OH-].[Li+] (lithium hydroxide). Run in CCO (EtOH), O (water). Conditions: time 30 minute. Yields the product OB1OC(C2=C1C=C(C=C2OC(C)C)O)CC(=O)O (2-(1,6-dihydroxy-4-isopropoxy-1,3-dihydrobenzo[c][1,2]oxaborol-3-yl)acetic acid). Yield: 51.8%. As a reaction SMILES: [OH:1][B:2]1[C:6]2[CH:7]=[C:8]([O:15]C3CCCCO3)[CH:9]=[C:10]([O:11][CH:12]([CH3:14])[CH3:13])[C:5]=2[CH:4]([CH2:22][C:23]([O:25]CC)=[O:24])[O:3]1.[OH-].[Li+].Cl>CCO.O>[OH:1][B:2]1[C:6]2[CH:7]=[C:8]([OH:15])[CH:9]=[C:10]([O:11][CH:12]([CH3:14])[CH3:13])[C:5]=2[CH:4]([CH2:22][C:23]([OH:25])=[O:24])[O:3]1 |f:1.2|. Procedure: To a solution of ethyl 2-(1-hydroxy-4-isopropoxy-6-(tetrahydro-2H-pyran-2-yloxy)-1,3-dihydrobenzo[c][1,2]oxaborol-3-yl)acetate (110 mg, 0.29 mmol) in EtOH (4 mL) was added an aqueous solution of lithium hydroxide (25.2 mg, 0.60 mmol) in water (1 mL). The reaction mixture was stirred at room temperature for 30 min and acidified with 1N HCl to pH=4. The resulting mixture was extracted with EtOAc (2×20 mL). The combined organic layers were dried over anhydrous Na2SO4 and concentrated in vacuo. The ... Reactants: ON1N=NC2=C1C=CC=C2 (1-hydroxybenzotriazole), [F-].C(CCC)[N+](CCCC)(CCCC)CCCC (tetrabutylammonium fluoride), Example 24 ( 24h ), Example 23 ( 23c ), O1CCCC1 (tetrahydrofuran), solution, [Si](C)(C)(C(C)(C)C)OCC1=CC=C(C=N1)C(N)=NO (6-({[t-butyl(dimethyl)silyl]oxy}methyl)-N′-hydroxypyridine-3-carboximidamide), Example 12 ( 12a ), ClC=1C=C(C(=O)O)C=CC1CC(C)C (3-chloro-4-isobutylbenzoic acid), Cl.C(C)N=C=NCCCN(C)C (1-ethyl-3-(3-dimethylaminopropyl)carbodiimide hydrochloride). Procedure details: The crude product of the title compound was synthesized by conducting the similar reaction to that mentioned in Example 12 (12a) using 3-chloro-4-isobutylbenzoic acid (0.13 g, 0.61 mmol) that was obtained in Example 24 (24h), 1-hydroxybenzotriazole (86 mg, 0.64 mmol), 1-ethyl-3-(3-dimethylaminopropyl)carbodiimide hydrochloride (0.12 g, 0.64 mmol), 6-({[t-butyl(dimethyl)silyl]oxy}methyl)-N′-hydroxypyridine-3-carboximidamide (0.16 g, 0.58 mmol) that was obtained in Example 23 (23c), and a 1.0 M so... Reaction SMILES: [Cl:1][C:2]1[CH:3]=[C:4]([CH:8]=[CH:9][C:10]=1[CH2:11][CH:12]([CH3:14])[CH3:13])[C:5]([OH:7])=O.ON1C2C=CC=CC=2N=N1.Cl.C(N=C=NCCCN(C)C)C.[Si]([O:44][CH2:45][C:46]1[N:51]=[CH:50][C:49]([C:52](=[N:54]O)[NH2:53])=[CH:48][CH:47]=1)(C(C)(C)C)(C)C.[F-].C([N+](CCCC)(CCCC)CCCC)CCC.O1CCCC1>>[Cl:1][C:2]1[CH:3]=[C:4]([C:5]2[O:7][N:54]=[C:52]([C:49]3[CH:48]=[CH:47][C:46]([CH2:45][OH:44])=[N:51][CH:50]=3)[N:53]=2)[CH:8]=[CH:9][C:10]=1[CH2:11][CH:12]([CH3:14])[CH3:13] |f:2.3,5.6|. Yields the product crude product, ClC=1C=C(C=CC1CC(C)C)C1=NC(=NO1)C=1C=CC(=NC1)CO ({5-[5-(3-Chloro-4-isobutylphenyl)-1,2,4-oxadiazol-3-yl]pyridin-2-yl}methanol). Reactants: CCC(N)CC, CCO, Clc1cncc(Cl)n1. The product is CCC(CC)Nc1cncc(Cl)n1. Reaction SMILES: [CH2:9]([CH3:10])[CH:11]([CH2:12][CH3:13])[NH2:14].[CH3:15][CH2:16][OH:17].[Cl:1][c:2]1[n:3][c:4]([Cl:8])[cH:5][n:6][cH:7]1>>[c:2]1([NH:14][CH:11]([CH2:9][CH3:10])[CH2:12][CH3:13])[n:3][c:4]([Cl:8])[cH:5][n:6][cH:7]1. Conditions: time 16 hour. The product is ClC=1C=C(CNC(=O)NC=2SC=C(N2)CN(C)CC=2C(=NOC2C)C)C=CC1Cl (1-(3,4-Dichlorobenzyl)-3-(4-((((3,5-dimethylisoxazol-4-yl)methyl)(methyl)amino)methyl)thiazol-2-yl)urea). The reactants are Cl (HCl), C(=O)(O)[O-].[Na+] (NaHCO3), C(C)(=O)O[BH-](OC(C)=O)OC(C)=O.[Na+] (Sodium triacetoxyborohydride), ClC=1C=C(CNC(=O)NC=2SC=C(N2)CNC)C=CC1Cl (1-(3,4-Dichloro-benzyl)-3-(4-methylaminomethyl-thiazol-2-yl)-urea), CC1=NOC(=C1C=O)C (3,5-dimethylisoxazole-4-carbaldehyde). The solvent is CO (methanol), C(Cl)Cl (CH2Cl2), ClCCl (dichloromethane), ClCCl (dichloromethane). Procedure details: Sodium triacetoxyborohydride (86 mg, 0.4 mmol, 2.0 eq) was added to a dichloromethane (2 mL) solution of 1-(3,4-Dichloro-benzyl)-3-(4-methylaminomethyl-thiazol-2-yl)-urea (Example 132, 70 mg, 0.2 mmol) and 3,5-dimethylisoxazole-4-carbaldehyde (33 mg, 0.25 mmol, 1.25 eq). After 16 hours of stirring, methanol (1 mL) and aqueous HCl (0.5 mL, 1N) were added. The mixture was neutralized with dilute NaHCO3 solution. An aqueous work-up with dichloromethane and a chromatography (silica 0-3% MeOH in CH2C... Reaction SMILES: C(O[BH-](OC(=O)C)OC(=O)C)(=O)C.[Na+].[Cl:15][C:16]1[CH:17]=[C:18]([CH:32]=[CH:33][C:34]=1[Cl:35])[CH2:19][NH:20][C:21]([NH:23][C:24]1[S:25][CH:26]=[C:27]([CH2:29][NH:30][CH3:31])[N:28]=1)=[O:22].[CH3:36][C:37]1[C:41]([CH:42]=O)=[C:40]([CH3:44])[O:39][N:38]=1.Cl.C([O-])(O)=O.[Na+]>C(Cl)Cl.CO>[Cl:15][C:16]1[CH:17]=[C:18]([CH:32]=[CH:33][C:34]=1[Cl:35])[CH2:19][NH:20][C:21]([NH:23][C:24]1[S:25][CH:26]=[C:27]([CH2:29][N:30]([CH2:42][C:41]2[C:37]([CH3:36])=[N:38][O:39][C:40]=2[CH3:44])[CH3:31])[N:28]=1)=[O:22] |f:0.1,5.6|.